Dataset: the Open Reaction Database (ORD), a public repository of structured organic reaction records. Task: describe an organic reaction: reactants, conditions, products, and yield Reactants: C[Si](C)(C)[N-][Si](C)(C)C.[K+] (potassium bis(trimethylsilyl)amide), C(=O)([O-])[O-].[K+].[K+] (K2CO3), ClC1=C(C=C(C=C1)NC1=NN=C(O1)C1=CC=C(C=C1)O)C(F)(F)F (4-(5-{[4-chloro-3-(trifluoromethyl)-phenyl]amino}-1,3,4-oxadiazol-2-yl)phenol), ClC1=CC(=NC(=N1)N)N (6-chloro-2,4-diamino-pyrimidine). Solvent: CN(C)C=O (DMF), CO (MeOH). Conditions: temperature 80 celsius. The product is FC(C(=O)O)(F)F.ClC1=C(C=C(C=C1)NC1=NN=C(O1)C1=CC=C(OC2=CC(=NC(=N2)N)N)C=C1)C(F)(F)F (6-[4-(5-{[4-chloro-3-trifluoromethyl-phenyl]amino}-1,3,4-oxadiazol-2-yl)-phenoxy]-pyrimidine-2,4-diamine trifluoroacetic acid salt). Isolated yield 93.4%. RXN SMILES: [Cl:1][C:2]1[CH:7]=[CH:6][C:5]([NH:8][C:9]2[O:13][C:12]([C:14]3[CH:19]=[CH:18][C:17]([OH:20])=[CH:16][CH:15]=3)=[N:11][N:10]=2)=[CH:4][C:3]=1[C:21]([F:24])([F:23])[F:22].C[Si]([N-][Si](C)(C)C)(C)C.[K+].Cl[C:36]1[N:41]=[C:40]([NH2:42])[N:39]=[C:38]([NH2:43])[CH:37]=1.[C:44]([O-:47])([O-])=[O:45].[K+].[K+]>CN(C=O)C.CO>[F:22][C:21]([F:24])([F:23])[C:44]([OH:47])=[O:45].[Cl:1][C:2]1[CH:7]=[CH:6][C:5]([NH:8][C:9]2[O:13][C:12]([C:14]3[CH:15]=[CH:16][C:17]([O:20][C:36]4[N:41]=[C:40]([NH2:42])[N:39]=[C:38]([NH2:43])[CH:37]=4)=[CH:18][CH:19]=3)=[N:11][N:10]=2)=[CH:4][C:3]=1[C:21]([F:22])([F:23])[F:24] |f:1.2,4.5.6,9.10|. Procedure: 4-(5-{[4-chloro-3-(trifluoromethyl)-phenyl]amino}-1,3,4-oxadiazol-2-yl)phenol (100 mg, 0.281 mmol) was dissolved in 2.5 mL of anhydrous DMF in a 5 mL microwave vial. Solid potassium bis(trimethylsilyl)amide (140.6 mg, 0.703 mmol) was added and the reaction mixture was stirred with heating at 80° C. for 15 min, then 6-chloro-2,4-diamino-pyrimidine (81.3 mg, 0.562 mmol) was added, followed by anhydrous K2CO3 (19.5 mg, 0.141 mmol). Then the vial was capped and microwaved at 200° C. for 15 min. Then... The reactants are [N+](=O)([O-])C=1C=NC2=CC=CC=C2C1N (3-nitroquinolin-4-amine), halogen-substituted carboxylic acid, [N+](=O)([O-])C=1C=NC2=CC=CN=C2C1N (3-nitro[1,5]naphthyridin-4-amine), N1=CC(=C(C2=NC=CC=C12)N)N ([1,5]naphthyridine-3,4-diamine), Formula XXVII, N1=CC(=C(C2=CC=CC=C12)N)N (quinoline-3,4-diamine), ( 3 ), Formula XXVI. The product is N1C=NC=2C=NC=3C=CC=CC3C21 (1H-imidazo[4,5-c]quinoline), N1C=NC=2C=NC=3C=CC=NC3C21 (1H-imidazo[4,5-c][1,5]naphthyridine), Formula XXVIII. Reaction SMILES: [N+:1]([C:4]1[CH:5]=[N:6][C:7]2[C:12]([C:13]=1[NH2:14])=[CH:11][CH:10]=[CH:9][CH:8]=2)([O-])=O.[N+]([C:18]1C=NC2C(C=1N)=NC=CC=2)([O-])=O.N1C2C(=CC=CC=2)C(N)=C(N)[CH:30]=1.[N:41]1[C:50]2[C:45](=[N:46][CH:47]=[CH:48][CH:49]=2)[C:44]([NH2:51])=[C:43]([NH2:52])[CH:42]=1>>[NH:14]1[C:13]2[C:12]3[CH:11]=[CH:10][CH:9]=[CH:8][C:7]=3[N:6]=[CH:5][C:4]=2[N:1]=[CH:18]1.[NH:51]1[C:44]2[C:45]3[N:46]=[CH:47][CH:48]=[CH:49][C:50]=3[N:41]=[CH:42][C:43]=2[N:52]=[CH:30]1. Procedure: In steps (2) and (3) of Reaction Scheme II, a 3-nitroquinolin-4-amine or 3-nitro[1,5]naphthyridin-4-amine of Formula XXVI is first reduced to a quinoline-3,4-diamine or [1,5]naphthyridine-3,4-diamine of Formula XXVII, which is then treated with a halogen-substituted carboxylic acid equivalent to provide a 1H-imidazo[4,5-c]quinoline or 1H-imidazo[4,5-c][1,5]naphthyridine of Formula XXVIII. Steps (2) and (3) of Reaction Scheme II can be carried out according to the methods described in steps (3) a... The reactants are S1C=CC=C1 (Thiophene), BrCCCCCCCCCCCC (1-Bromo-n-dodecane), [Ar] (Ar), [Li]CCCC (n-BuLi). Solvent: C1CCOC1 (THF). Reaction conditions: temperature -78 celsius. Product: C(CCCCCCCCCCC)C=1SC=CC1 (2-dodecylthiophene). Isolated yield 95.0%. RXN SMILES: [S:1]1[CH:5]=[CH:4][CH:3]=[CH:2]1.[Ar].[Li]CCCC.Br[CH2:13][CH2:14][CH2:15][CH2:16][CH2:17][CH2:18][CH2:19][CH2:20][CH2:21][CH2:22][CH2:23][CH3:24]>C1COCC1>[CH2:24]([C:2]1[S:1][CH:5]=[CH:4][CH:3]=1)[CH2:23][CH2:22][CH2:21][CH2:20][CH2:19][CH2:18][CH2:17][CH2:16][CH2:15][CH2:14][CH3:13]. Procedure: Thiophene (51.2 g, 623 mmol, 1.2 eq) was first placed in a three-necked flask equipped with a dropping funnel and a reflux tube. The atmosphere in the flask was replaced by Ar (argon), 200 ml of dehydrated tetrahydrofran (hereinafter referred to as “THF”) was then added thereto, and the mixture was stirred. The reaction solution was cooled to −78° C., 2.6 M n-BuLi (200 ml, 520 mmol, 1.0 eq) was added dropwise to the cooled solution, and the mixture was stirred for 30 min. The reaction solution w... Reactants: COC1=C(C(=CC=C1)OC)C(CCCC(=O)OC)NCC=1C=NC2=CC=CC=C2C1 (methyl 5-(2,6-dimethoxyphenyl)-5-((quinolin-3-ylmethyl)amino)-pentanoate), [OH-].[Na+] (NaOH). Solvent: CO (MeOH). The product is COC1=C(C(=CC=C1)OC)C(CCCC(=O)O)NCC=1C=NC2=CC=CC=C2C1 (5-(2,6-dimethoxyphenyl)-5-((quinolin-3-ylmethyl)amino)pentanoic acid). As a reaction SMILES: [CH3:1][O:2][C:3]1[CH:8]=[CH:7][CH:6]=[C:5]([O:9][CH3:10])[C:4]=1[CH:11]([NH:19][CH2:20][C:21]1[CH:22]=[N:23][C:24]2[C:29]([CH:30]=1)=[CH:28][CH:27]=[CH:26][CH:25]=2)[CH2:12][CH2:13][CH2:14][C:15]([O:17]C)=[O:16].[OH-].[Na+]>CO>[CH3:1][O:2][C:3]1[CH:8]=[CH:7][CH:6]=[C:5]([O:9][CH3:10])[C:4]=1[CH:11]([NH:19][CH2:20][C:21]1[CH:22]=[N:23][C:24]2[C:29]([CH:30]=1)=[CH:28][CH:27]=[CH:26][CH:25]=2)[CH2:12][CH2:13][CH2:14][C:15]([OH:17])=[O:16] |f:1.2|. Procedure: A yellow solution of methyl 5-(2,6-dimethoxyphenyl)-5-((quinolin-3-ylmethyl)amino)-pentanoate (1.320 g; 3.23 mmol; 1.0 equiv.) in MeOH (15 ml) was treated at rt with a solution of 1 M aq. NaOH (6.5 ml; 6.5 mmol; 2.0 equiv.). The resulting solution was further stirred at rt for 1 h45. Concentration to dryness under reduced pressure, and subsequent drying under HV afforded 5-(2,6-dimethoxyphenyl)-5-((quinolin-3-ylmethyl)amino)pentanoic acid as a beige solid. LC-MS (conditions B): tR=0.59 min.; [M+... Reactants: CS(C)=O, C(=NC1CCCCC1)=NC1CCCCC1, O=C(O)C(F)(F)F, CC(C)(C)OC(=O)C1C(CO)CSC2C(NC(=O)Cc3ccccc3)C(=O)N21, c1ccncc1, c1ccccc1. Yields the product CC(C)(C)OC(=O)C1C(C=O)CSC2C(NC(=O)Cc3ccccc3)C(=O)N21. Reaction SMILES: [CH3:57][S:58]([CH3:59])=[O:60].[CH:1]1([N:2]=[C:3]=[N:4][CH:5]2[CH2:6][CH2:7][CH2:8][CH2:9][CH2:10]2)[CH2:11][CH2:12][CH2:13][CH2:14][CH2:15]1.[OH:50][C:51]([C:52]([F:53])([F:54])[F:55])=[O:56].[c:22]1([CH2:28][C:29](=[O:30])[NH:31][CH:32]2[CH:33]3[N:34]([CH:35]([C:41](=[O:42])[O:43][C:44]([CH3:45])([CH3:46])[CH3:47])[CH:36]([CH2:39][OH:40])[CH2:37][S:38]3)[C:48]2=[O:49])[cH:23][cH:24][cH:25][cH:26][cH:27]1.[cH:16]1[cH:17][cH:18][n:19][cH:20][cH:21]1.[cH:61]1[cH:62][cH:63][cH:64][cH:65][cH:66]1>>[c:22]1([CH2:28][C:29](=[O:30])[NH:31][CH:32]2[CH:33]3[N:34]([CH:35]([C:41](=[O:42])[O:43][C:44]([CH3:45])([CH3:46])[CH3:47])[CH:36]([CH:39]=[O:40])[CH2:37][S:38]3)[C:48]2=[O:49])[cH:23][cH:24][cH:25][cH:26][cH:27]1.